From a dataset of the Open Reaction Database (ORD), a public repository of structured organic reaction records. describe an organic reaction: reactants, conditions, products, and yield The reactants are C(C)(C)N1N=C(C=CC1=O)C1=C(N=C(C(=N1)C#N)NCC1=CC=C(C=C1)OC)C1=CC=CC=C1 (6-(1-isopropyl-6-oxo-1,6-dihydro-3-pyridazinyl)-3-[(4-methoxybenzyl)amino]-5-phenyl-2-pyrazinecarbonitrile), ClC=1C(C(=C(C(C1Cl)=O)C#N)C#N)=O (4,5-dichloro-3,6-dioxo-1,4-cyclohexadiene-1,2-dicarbonitrile), CCCCCC (n-hexane), CCOC(=O)C (EtOAc). The product is NC=1C(=NC(=C(N1)C1=CC=CC=C1)C1=NN(C(C=C1)=O)C(C)C)C#N (3-amino-6-(1-isopropyl-6-oxo-1,6-dihydro-3-pyridazinyl)-5-phenyl-2-pyrazinecarbonitrile). Reaction SMILES: [CH:1]([N:4]1[C:9](=[O:10])[CH:8]=[CH:7][C:6]([C:11]2[N:16]=[C:15]([C:17]#[N:18])[C:14]([NH:19]CC3C=CC(OC)=CC=3)=[N:13][C:12]=2[C:29]2[CH:34]=[CH:33][CH:32]=[CH:31][CH:30]=2)=[N:5]1)([CH3:3])[CH3:2].ClC1C(=O)C(C#N)=C(C#N)C(=O)C=1Cl.CCCCCC.CCOC(C)=O>O.C(Cl)(Cl)Cl>[NH2:19][C:14]1[C:15]([C:17]#[N:18])=[N:16][C:11]([C:6]2[CH:7]=[CH:8][C:9](=[O:10])[N:4]([CH:1]([CH3:3])[CH3:2])[N:5]=2)=[C:12]([C:29]2[CH:30]=[CH:31][CH:32]=[CH:33][CH:34]=2)[N:13]=1. Yield: 77.3%. Run at temperature 27.5 celsius, time 10 hour. The solvent is O (water), C(Cl)(Cl)Cl (CHCl3). Reported procedure: To a solution of 6-(1-isopropyl-6-oxo-1,6-dihydro-3-pyridazinyl)-3-[(4-methoxybenzyl)amino]-5-phenyl-2-pyrazinecarbonitrile (590 mg) in a mixture of water (1.5 ml) and CHCl3 (30 ml) was added 4,5-dichloro-3,6-dioxo-1,4-cyclohexadiene-1,2-dicarbonitrile (888 mg). The reaction mixture was stirred at 25-30° C. for 10 hours, washed with 1N aq. NaOH solution, dried over MgSO4 and concentrated under reduced pressure to give a residue. The residue was subjected to column chromatography on silica gel el... Starting materials: CON=C(C(=O)OCC)C(CC)=O (ethyl 2-methoxyimino-2-propionylacetate), S(=O)(=O)(Cl)Cl (sulfuryl chloride), Ice water. Run in C(C)(=O)O (acetic acid). Run at time 2.5 hour. Product: CON=C(C(=O)OCC)C(C(C)Cl)=O (ethyl 2-methoxyimino-2-(2-chloropropionyl)acetate). Isolated yield 91.9%. As a reaction SMILES: [CH3:1][O:2][N:3]=[C:4]([C:10](=[O:13])[CH2:11][CH3:12])[C:5]([O:7][CH2:8][CH3:9])=[O:6].S(Cl)([Cl:17])(=O)=O>C(O)(=O)C>[CH3:1][O:2][N:3]=[C:4]([C:10](=[O:13])[CH:11]([Cl:17])[CH3:12])[C:5]([O:7][CH2:8][CH3:9])=[O:6]. Reported procedure: A mixture of ethyl 2-methoxyimino-2-propionylacetate (14.7 g.), sulfuryl chloride (10.9 g.) and acetic acid (14.7 ml.) was stirred at room temperature for an hour and then at 40° C. for 2.5 hrs. Ice-water was added to the reaction mixture, adjusted to pH 6.5 and extracted with methylene chloride. The extract was washed with an aqueous solution of sodium chloride, dried over magnesium sulfate and then filtered. The filtrate was evaporated in vacuo to give ethyl 2-methoxyimino-2-(2-chloropropionyl... The reactants are [Al+3], C1CCOC1, [H-], [H-], [H-], [H-], [Li+], [N-]=[N+]=NCc1cncc(OCc2ccccc2)c1. Product: NCc1cncc(OCc2ccccc2)c1. Reaction SMILES: [Al+3:20].[CH2:25]1[O:26][CH2:27][CH2:28][CH2:29]1.[H-:19].[H-:22].[H-:23].[H-:24].[Li+:21].[N:1](=[N+:2]=[N-:3])[CH2:4][c:5]1[cH:6][n:7][cH:8][c:9]([O:11][CH2:12][c:13]2[cH:14][cH:15][cH:16][cH:17][cH:18]2)[cH:10]1>>[NH2:1][CH2:4][c:5]1[cH:6][n:7][cH:8][c:9]([O:11][CH2:12][c:13]2[cH:14][cH:15][cH:16][cH:17][cH:18]2)[cH:10]1. Reactants: Cl, COC(=O)c1cc(C2CCN(C(=O)OC(C)(C)C)CC2)ccc1F, C1COCCO1. Product: Cl, COC(=O)c1cc(C2CCNCC2)ccc1F. RXN SMILES: [ClH:25].[F:1][c:2]1[c:3]([C:21](=[O:22])[O:23][CH3:24])[cH:4][c:5]([CH:8]2[CH2:9][CH2:10][N:11]([C:14]([O:15][C:16]([CH3:17])([CH3:18])[CH3:19])=[O:20])[CH2:12][CH2:13]2)[cH:6][cH:7]1.[O:26]1[CH2:27][CH2:28][O:29][CH2:30][CH2:31]1>>[ClH:25].[F:1][c:2]1[c:3]([C:21](=[O:22])[O:23][CH3:24])[cH:4][c:5]([CH:8]2[CH2:9][CH2:10][NH:11][CH2:12][CH2:13]2)[cH:6][cH:7]1. Reactants: COC(C)O, COc1cc2nc(Cl)[nH]c(=O)c2cc1OC, c1nc2c(c(N3CCOCC3)n1)CCNC2. Product: COc1cc2nc(N3CCc4c(ncnc4N4CCOCC4)C3)[nH]c(=O)c2cc1OC. RXN SMILES: [CH3:33][O:34][CH:35]([OH:36])[CH3:37].[Cl:1][c:2]1[n:3][c:4]2[cH:5][c:6]([O:15][CH3:16])[c:7]([O:13][CH3:14])[cH:8][c:9]2[c:10](=[O:12])[nH:11]1.[O:17]1[CH2:18][CH2:19][N:20]([c:23]2[c:24]3[c:25]([n:26][cH:27][n:28]2)[CH2:29][NH:30][CH2:31][CH2:32]3)[CH2:21][CH2:22]1>>[c:2]1([N:30]2[CH2:29][c:25]3[c:24]([c:23]([N:20]4[CH2:19][CH2:18][O:17][CH2:22][CH2:21]4)[n:28][cH:27][n:26]3)[CH2:32][CH2:31]2)[n:3][c:4]2[cH:5][c:6]([O:15][CH3:16])[c:7]([O:13][CH3:14])[cH:8][c:9]2[c:10](=[O:12])[nH:11]1.